This data is from the Open Reaction Database (ORD), a public repository of structured organic reaction records. The task is: describe an organic reaction: reactants, conditions, products, and yield Reactants: Cn1cnc2c(N3CCN(C(=O)OC(C)(C)C)CC3)nc(Cl)nc21, CN(C)C=O, O=C1CCC(=O)N1Cl, O. Yields the product Cn1c(Cl)nc2c(N3CCN(C(=O)OC(C)(C)C)CC3)nc(Cl)nc21. As a reaction SMILES: [C:1]([CH3:2])([CH3:3])([CH3:4])[O:5][C:6](=[O:7])[N:8]1[CH2:9][CH2:10][N:11]([c:14]2[c:15]3[n:16][cH:17][n:18]([CH3:24])[c:19]3[n:20][c:21]([Cl:23])[n:22]2)[CH2:12][CH2:13]1.[CH3:34][N:35]([CH3:36])[CH:37]=[O:38].[Cl:25][N:26]1[C:27](=[O:28])[CH2:29][CH2:30][C:31]1=[O:32].[OH2:33]>>[C:1]([CH3:2])([CH3:3])([CH3:4])[O:5][C:6](=[O:7])[N:8]1[CH2:9][CH2:10][N:11]([c:14]2[c:15]3[n:16][c:17]([Cl:25])[n:18]([CH3:24])[c:19]3[n:20][c:21]([Cl:23])[n:22]2)[CH2:12][CH2:13]1.